Task: describe an organic reaction: reactants, conditions, products, and yield. Dataset: the Open Reaction Database (ORD), a public repository of structured organic reaction records Reactants: CC1(CCC(CC1)=O)C(=O)O (1-methyl-4-oxo-1-cyclohexanecarboxylic acid), resultant solution, [Cl-].[Na+] (sodium chloride), BrCBr (dibromomethane), resultant solution. The reagents and catalysts are [Ti](Cl)(Cl)(Cl)Cl (titanium tetrachloride), [Zn] (zinc). The solvent is C1CCOC1 (THF), C1CCOC1 (THF). Product: CC1(CCC(CC1)=C)C(=O)O (1-methyl-4-methylene-1-cyclohexanecarboxylic acid). As a reaction SMILES: Br[CH2:2]Br.[CH3:4][C:5]1([C:12]([OH:14])=[O:13])[CH2:10][CH2:9][C:8](=O)[CH2:7][CH2:6]1.[Cl-].[Na+]>C1COCC1.[Ti](Cl)(Cl)(Cl)Cl.[Zn]>[CH3:4][C:5]1([C:12]([OH:14])=[O:13])[CH2:10][CH2:9][C:8](=[CH2:2])[CH2:7][CH2:6]1 |f:2.3|. Procedure details: Under an argon stream, 3 ml of dibromomethane and 30 ml of titanium tetrachloride (methylene chloride 2M solution) were added to a solution of 7 g of zinc suspended in 200 ml of THF, under ice-cooling. The resultant solution was stirred for one hour. Then, a solution of 4.1 g of 1-methyl-4-oxo-1-cyclohexanecarboxylic acid (Example 26) in 40 ml of THF was added to the solution. The resultant solution was reacted for 12 hours. After reaction, 500 ml of an aqueous sodium chloride solution was added... Reactants: COCOC=1C=CC=2[C@H]3CC[C@@]4([C@H](CC[C@H]4[C@@H]3CC(C2C1)=O)OCOC)C.CC(=O)OI1(C=2C=CC=CC2C(=O)O1)(OC(=O)C)OC(=O)C ((8R,9S,13S,14S,17S)-3,17-bis(methoxymethoxy)-13-methyl-7,8,9,11,12,13,14,15,16,17-decahydro-6H-cyclopenta[a]phenanthren-6-one Dess-Martin Periodinane), C(Cl)Cl (CH2Cl2), O (water). Reaction conditions: time 3 hour. The product is COCCCCCC[C@H]1C=2C=C(C=CC2[C@H]2CC[C@@]3(C(CC[C@H]3[C@@H]2C1)O)C)O ((6R,8R,9S,13S,14S)-6-(6-methoxyhexyl)-13-methyl-7,8,9,11,12,13,14,15,16,17-decahydro-6H-cyclopenta[a]phenanthrene-3,17-diol), oil. The yield is 86.0%. RXN SMILES: COC[O:4][C:5]1[CH:6]=[CH:7][C:8]2[C@@H:9]3[C@@H:17]([CH2:18][C:19](=O)[C:20]=2[CH:21]=1)[C@H:16]1[C@@:12]([CH3:27])([C@@H:13]([O:23]COC)[CH2:14][CH2:15]1)[CH2:11][CH2:10]3.CC(OI1(OC(C)=O)(OC(C)=O)[O:41][C:39](=O)[C:38]2[CH:37]=[CH:36][CH:35]=[CH:34]C1=2)=O.O.[CH2:51](Cl)Cl>>[CH3:51][O:41][CH2:39][CH2:38][CH2:37][CH2:36][CH2:35][CH2:34][C@@H:19]1[CH2:18][C@@H:17]2[C@H:9]([CH2:10][CH2:11][C@@:12]3([CH3:27])[C@H:16]2[CH2:15][CH2:14][CH:13]3[OH:23])[C:8]2[CH:7]=[CH:6][C:5]([OH:4])=[CH:21][C:20]1=2 |f:0.1|. Procedure: (8R,9S,13S,14S,17S)-3,17-bis(methoxymethoxy)-13-methyl-7,8,9,11,12,13,14,15,16,17-decahydro-6H-cyclopenta[a]phenanthren-6-one—Dess-Martin Periodinane (9.46 g, 22.3 mmol) is added portionwise to a solution of the compound from b) (7.0 g, 18.6 mmol) in 300 mL of CH2Cl2. The resulting reaction mixture stirred at room temperature for 3 hours. The mixture is poured into water and the layers are separated. The aqueous layer is extracted with CH2Cl2, and the combined organic extracts are washed with br... The reactants are C(C)(C)(C)OC(=O)N(C(C(=O)OC)CC=C)CC=C (methyl 2-[(tert-butoxycarbonyl) (prop-2-en-1-yl)amino]pent-4-enoate), O1CCCC1 (tetrahydrofuran), [H-].C(C(C)C)[Al+]CC(C)C.C1(=CC=CC=C1)C (diisobutylaluminum hydride toluene). Run in C(=O)([O-])C(O)C(O)C(=O)[O-].[Na+].[K+] (potassium sodium tartrate). Run at time 15 minute. Product: OCC(CC=C)N(C(OC(C)(C)C)=O)CC=C (tert-butyl [1-(hydroxymethyl)but-3-en-1-yl]prop-2-en-1-ylcarbamate). Yield: 83.9%. Reaction SMILES: [C:1]([O:5][C:6]([N:8]([CH2:17][CH:18]=[CH2:19])[CH:9]([CH2:14][CH:15]=[CH2:16])[C:10](OC)=[O:11])=[O:7])([CH3:4])([CH3:3])[CH3:2].O1CCCC1.[H-].C([Al+]CC(C)C)C(C)C.C1(C)C=CC=CC=1>C(C(C(C([O-])=O)O)O)([O-])=O.[Na+].[K+]>[OH:11][CH2:10][CH:9]([N:8]([CH2:17][CH:18]=[CH2:19])[C:6](=[O:7])[O:5][C:1]([CH3:2])([CH3:3])[CH3:4])[CH2:14][CH:15]=[CH2:16] |f:2.3.4,5.6.7|. Reported procedure: To a mixture of methyl 2-[(tert-butoxycarbonyl) (prop-2-en-1-yl)amino]pent-4-enoate (5.0 g) produced above and tetrahydrofuran (100 mL) was added 1M diisobutylaluminum hydride/toluene solution (60 mL) at 0° C., and the mixture was stirred at the same temperature for 15 min. The reaction mixture was diluted with aqueous potassium sodium tartrate solution, and the mixture was extracted with ethyl acetate. The extract was dried over anhydrous sodium sulfate. Insoluble material was filtered off, and... Reactants: C(C)(C)(C)[Li] (tert-Butyllithium), CC=1N(C=C(N1)C=O)C(C1=CC=CC=C1)(C1=CC=CC=C1)C1=CC=CC=C1 (2-methyl-1-trityl-1H-imidazole-4-carboxaldehyde). Solvent: O1CCCC1 (tetrahydrofuran). Reaction conditions: time 2 hour. Product: CC(C(O)C=1N=C(N(C1)C(C1=CC=CC=C1)(C1=CC=CC=C1)C1=CC=CC=C1)C)(C)C (2,2-dimethyl-1-(2-methyl-1-trityl-1H-imidazol-4-yl)propan-1-ol). RXN SMILES: [C:1]([Li])([CH3:4])([CH3:3])[CH3:2].[CH3:6][C:7]1[N:8]([C:14]([C:27]2[CH:32]=[CH:31][CH:30]=[CH:29][CH:28]=2)([C:21]2[CH:26]=[CH:25][CH:24]=[CH:23][CH:22]=2)[C:15]2[CH:20]=[CH:19][CH:18]=[CH:17][CH:16]=2)[CH:9]=[C:10]([CH:12]=[O:13])[N:11]=1>O1CCCC1>[CH3:2][C:1]([CH3:4])([CH3:3])[CH:12]([C:10]1[N:11]=[C:7]([CH3:6])[N:8]([C:14]([C:15]2[CH:20]=[CH:19][CH:18]=[CH:17][CH:16]=2)([C:27]2[CH:32]=[CH:31][CH:30]=[CH:29][CH:28]=2)[C:21]2[CH:22]=[CH:23][CH:24]=[CH:25][CH:26]=2)[CH:9]=1)[OH:13]. Reported procedure: tert-Butyllithium (1.7 M in pentane) (1.7 mL, 2.8 mmol) was added slowly to an ambient temperature solution of 2-methyl-1-trityl-1H-imidazole-4-carboxaldehyde in tetrahydrofuran (10 mL) at 0° C. After stirring at ambient temperature for 2 h, the reaction was quenched with saturated aqueous ammonium chloride and extracted with ethyl acetate. The combined extracts were washed with brine, dried (sodium sulfate) and concentrated in vacuo. Chromatography over silica eluting with 0-60% ethyl acetate/h... The reactants are C(C)(C)(C)OC(=O)C1=C(CS[C@H]2N1C(C2N)=O)C(CCNC(=O)N)SC2=NN=NN2 (7-amino-3-[1-(2-ureidoethyl)tetrazol-5-ylthiomethyl]-3-cephem-4-carboxyic acid t-butyl ester), FC(CS(=O)(=O)CC(=O)O)(F)F (2,2,2-trifluoroethylsulfonylacetic acid), C1(CCCCC1)N=C=NC1CCCCC1 (dicyclohexylcarbodiimide). The solvent is O1CCCC1 (tetrahydrofuran), O1CCCC1 (tetrahydrofuran). Reaction conditions: time 12 hour. Yields the product C(C)(C)(C)OC(=O)C1=C(CS[C@H]2N1C(C2NC(CS(=O)(=O)CC(F)(F)F)=O)=O)C(CCNC(=O)N)SC2=NN=NN2 (7-(2,2,2-trifluoroethylsulfonylacetamido)-3-[1-(2-ureidoethyl)-tetrazol-5-ylthiomethyl]-3-cephem-4-carboxylic acid t-butyl ester). As a reaction SMILES: [C:1]([O:5][C:6]([C:8]1[N:13]2[C:14](=[O:17])[CH:15]([NH2:16])[C@H:12]2[S:11][CH2:10][C:9]=1[CH:18]([S:25][C:26]1[NH:30][N:29]=[N:28][N:27]=1)[CH2:19][CH2:20][NH:21][C:22]([NH2:24])=[O:23])=[O:7])([CH3:4])([CH3:3])[CH3:2].[F:31][C:32]([F:42])([F:41])[CH2:33][S:34]([CH2:37][C:38](O)=[O:39])(=[O:36])=[O:35].C1(N=C=NC2CCCCC2)CCCCC1>O1CCCC1>[C:1]([O:5][C:6]([C:8]1[N:13]2[C:14](=[O:17])[CH:15]([NH:16][C:38](=[O:39])[CH2:37][S:34]([CH2:33][C:32]([F:41])([F:31])[F:42])(=[O:35])=[O:36])[C@H:12]2[S:11][CH2:10][C:9]=1[CH:18]([S:25][C:26]1[NH:30][N:29]=[N:28][N:27]=1)[CH2:19][CH2:20][NH:21][C:22]([NH2:24])=[O:23])=[O:7])([CH3:4])([CH3:2])[CH3:3]. Reported procedure: To a solution of 8.6 g. (0.019 mol.) of 7-amino-3-[1-(2-ureidoethyl)tetrazol-5-ylthiomethyl]-3-cephem-4-carboxyic acid t-butyl ester and 3.9 g. (0.019 mol.) of 2,2,2-trifluoroethylsulfonylacetic acid in tetrahydrofuran is added dropwise a solution of 3.9 g. (0.019 mol.) of dicyclohexylcarbodiimide in 100 ml. of tetrahydrofuran. The reaction mixture is stirred at 25° for 12 hours, then filtered and concentrated to about 10 ml. The residue is filtered and evaporated to dryness to give 7-(2,2,2-tri... Starting materials: COC([C@@H](CC(C)C)OS(=O)(=O)C(F)(F)F)=O ((R)-4-Methyl-2-trifluoromethanesulfonyloxy-pentanoic acid methyl ester), C(C)(C)N(C(C)C)CC (N,N-diisopropylethylamine), COC([C@H](CC(C)C)N[C@@H](CC1=CN(C2=CC=CC=C12)CC1=CC(=CC(=C1)Cl)Cl)C(=O)OC)=O ((S,S)-2-{2-[1-(3,5-Dichloro-benzyl)-1H-indol-3-yl]-1-methoxycarbonyl-ethylamino}-4-methyl-pentanoic acid methyl ester), 40-3. Solvent: ClCCl (dichloromethane), ClCCl (dichloromethane). Conditions: time 16 hour. The product is N1C=CC2=CC=CC=C12 (Indole). Reaction SMILES: COC(=O)[C@@H](N[C@H](C(OC)=O)C[C:12]1[C:20]2[C:15](=[CH:16][CH:17]=[CH:18][CH:19]=2)[N:14](CC2C=C(Cl)C=C(Cl)C=2)[CH:13]=1)CC(C)C.COC(=O)[C@H](OS(C(F)(F)F)(=O)=O)CC(C)C.C(N(CC)C(C)C)(C)C>ClCCl>[NH:14]1[C:15]2[C:20](=[CH:19][CH:18]=[CH:17][CH:16]=2)[CH:12]=[CH:13]1. Reported procedure: (S)-2-tert-Butoxycarbonylamino-3-[1-(3,5-dichloro-benzyl)-1H-indol-3-yl]-propionic acid methyl ester. To a stirring suspension of potassium hydride (0.46 g, 30 wt % in mineral oil, 3.45 mmol) in tetrahydrofuran (4 mL) at −50° C. was added a solution of (S)-2-tert-Butoxycarbonylamino-3-(1H-indol-3-yl)-propionic acid methyl ester (1.0 g, 3.14 mmol) in tetrahydrofuran (6 mL). The solution was stirred for 30 minutes at −50° C., then 3,5-dichlorobenzyl bromide (0.829 g, 3.45 mmol) was added. The reac...